Dataset: the Open Reaction Database (ORD), a public repository of structured organic reaction records. Task: describe an organic reaction: reactants, conditions, products, and yield Starting materials: ClC1C(=C(C(=O)O)C=CC1(O)Cl)O (3,4-dichloro-2,4-dihydroxybenzoic acid), Cl.COC([C@@H](N)CC1=CC=CC=C1)=O (L-phenylalanine methyl ester hydrochloride), CCN=C=NCCCN(C)C.Cl (WSC.HCl), C=1C=CC2=C(C1)N=NN2O (HOBT). The solvent is CN(C)C=O (DMF), C(C)N(CC)CC (triethylamine). Run at time 16 hour. Product: COC([C@@H](NC(C1=C(C(=C(C(=C1)Cl)O)Cl)O)=O)CC1=CC=CC=C1)=O (N-(3,5-Dichloro-2,4-dihydroxybenzoyl)-L-phenylalanine methyl ester). Yield: 63.1%. RXN SMILES: [Cl:1][CH:2]1[C:10](Cl)([OH:11])[CH:9]=[CH:8][C:4]([C:5]([OH:7])=O)=[C:3]1[OH:13].[ClH:14].[CH3:15][O:16][C:17](=[O:27])[C@H:18]([CH2:20][C:21]1[CH:26]=[CH:25][CH:24]=[CH:23][CH:22]=1)[NH2:19].CCN=C=NCCCN(C)C.Cl.C1C=CC2N(O)N=NC=2C=1>CN(C=O)C.C(N(CC)CC)C>[CH3:15][O:16][C:17](=[O:27])[C@H:18]([CH2:20][C:21]1[CH:26]=[CH:25][CH:24]=[CH:23][CH:22]=1)[NH:19][C:5](=[O:7])[C:4]1[CH:8]=[C:9]([Cl:14])[C:10]([OH:11])=[C:2]([Cl:1])[C:3]=1[OH:13] |f:1.2,3.4|. Procedure: To a solution of 3,4-dichloro-2,4-dihydroxybenzoic acid (17 g), L-phenylalanine methyl ester hydrochloride (19.8 g), WSC.HCl (17.6 g) and HOBT (12.4 g) in DMF (70 ml) was added dropwise triethylamine (12.8 ml) at room temperature, and the mixture was stirred for 16 hours. Then, the mixture was post-treated in the same manner as in the above Example 1, (Step 5) to give the title compound (18.32 g, yield 57%). The product is C1(=CC=CC=C1)C1OC(=C(C1=O)C1=CC(=CC=C1)C(F)(F)F)NC1CC1 (2-Phenyl-3-oxo-4-(3-trifluoromethylphenyl)-5-cyclopropylamino-2,3-dihydrofuran). Solvent: C(C)O (ethanol). Isolated yield 36.8%. Starting materials: C1(=CC=CC=C1)C1OC(=C(C1=O)C1=CC(=CC=C1)C(F)(F)F)N (2-phenyl-3-oxo-4-(3-trifluoromethylphenyl)-5-amino-2,3-dihydrofuran), C1(CC1)N (cyclopropylamine), C1(CC1)N (cyclopropylamine). Reaction SMILES: [C:1]1([CH:7]2[C:11](=[O:12])[C:10]([C:13]3[CH:18]=[CH:17][CH:16]=[C:15]([C:19]([F:22])([F:21])[F:20])[CH:14]=3)=[C:9]([NH2:23])[O:8]2)[CH:6]=[CH:5][CH:4]=[CH:3][CH:2]=1.[CH:24]1(N)[CH2:26][CH2:25]1>C(O)C>[C:1]1([CH:7]2[C:11](=[O:12])[C:10]([C:13]3[CH:18]=[CH:17][CH:16]=[C:15]([C:19]([F:20])([F:21])[F:22])[CH:14]=3)=[C:9]([NH:23][CH:24]3[CH2:26][CH2:25]3)[O:8]2)[CH:2]=[CH:3][CH:4]=[CH:5][CH:6]=1. Procedure details: In this example, a mixture containing 5.0 g (0.0157 g mole) of 2-phenyl-3-oxo-4-(3-trifluoromethylphenyl)-5-amino-2,3-dihydrofuran and 8.96 g of cyclopropylamine in 50 ml of ethanol containing 5% water was refluxed for six days. At the end of this time, a sample of the reaction mixture was checked by thin layer chromatography and then an additional 8.96 g of cyclopropylamine was added. The mixture was refluxed for an additional 24 hours and then allowed to stand at room temperature over night. T... Reactants: CC(C)(C)OC(=O)CC(=CCCC1CCCCC1)C(=O)O, CO. Yields the product CC(C)(C)OC(=O)CC(CCCC1CCCCC1)C(=O)O. RXN SMILES: [C:1]([CH3:2])([CH3:3])([CH3:4])[O:5][C:6]([CH2:7][C:8]([C:9](=[O:10])[OH:11])=[CH:12][CH2:13][CH2:14][CH:15]1[CH2:16][CH2:17][CH2:18][CH2:19][CH2:20]1)=[O:21].[CH3:22][OH:23]>>[C:1]([CH3:2])([CH3:3])([CH3:4])[O:5][C:6]([CH2:7][CH:8]([C:9](=[O:10])[OH:11])[CH2:12][CH2:13][CH2:14][CH:15]1[CH2:16][CH2:17][CH2:18][CH2:19][CH2:20]1)=[O:21]. The reactants are CC1=C(C=CC(=C1)N1CC(CC1)CN1C(CCC1)C)N (2-methyl-4-[3-(2-methyl-pyrrolidin-1-ylmethyl)-pyrrolidin-1-yl]-phenylamine), O=C1CNC(C2=C(N1)C=C(C=C2)C(=O)O)=O (2,5-dioxo-2,3,4,5-tetrahydro-1H-benzo[e][1,4]diazepine-8-carboxylic acid). Yields the product CC1=C(C=CC(=C1)N1CC(CC1)CN1C(CCC1)C)NC(=O)C=1C=CC2=C(NC(CNC2=O)=O)C1 (2,5-Dioxo-2,3,4,5-tetrahydro-1H-benzo[e][1,4]diazepine-8-carboxylic acid {2-methyl-4-[3-(2-methyl-pyrrolidin-1-ylmethyl)-pyrrolidin-1-yl]-phenyl}-amide). Reaction SMILES: [CH3:1][C:2]1[CH:7]=[C:6]([N:8]2[CH2:12][CH2:11][CH:10]([CH2:13][N:14]3[CH2:18][CH2:17][CH2:16][CH:15]3[CH3:19])[CH2:9]2)[CH:5]=[CH:4][C:3]=1[NH2:20].[O:21]=[C:22]1[NH:28][C:27]2[CH:29]=[C:30]([C:33](O)=[O:34])[CH:31]=[CH:32][C:26]=2[C:25](=[O:36])[NH:24][CH2:23]1>>[CH3:1][C:2]1[CH:7]=[C:6]([N:8]2[CH2:12][CH2:11][CH:10]([CH2:13][N:14]3[CH2:18][CH2:17][CH2:16][CH:15]3[CH3:19])[CH2:9]2)[CH:5]=[CH:4][C:3]=1[NH:20][C:33]([C:30]1[CH:31]=[CH:32][C:26]2[C:25](=[O:36])[NH:24][CH2:23][C:22](=[O:21])[NH:28][C:27]=2[CH:29]=1)=[O:34]. Reported procedure: The title compound was prepared in a manner substantially the same as Example 1 by coupling 2-methyl-4-[3-(2-methyl-pyrrolidin-1-ylmethyl)-pyrrolidin-1-yl]-phenylamine with 2,5-dioxo-2,3,4,5-tetrahydro-1H-benzo[e][1,4]diazepine-8-carboxylic acid. MS: 476.3 (M+H). Reactants: C(#C)[C@@]1([C@]2(C)[C@@H](CC1)[C@@H]1CCC3=CC(C=C[C@]3(C)[C@H]1CC2)=O)O (17β-ethynyl-17α-hydroxyandrosta-1,4-diene-3-one). The solvent is C1=CC=CC=C1 (Benzene). The product is C(#C)C=1[C@]2(C)[C@@H](CC1)[C@@H]1CCC3=CC(C=C[C@]3(C)[C@H]1CC2)=O (17-ethynylandrosta-1,4,16-trien-3-one). Reaction SMILES: [C:1]([C@@:3]1(O)[CH2:8][CH2:7][C@H:6]2[C@H:9]3[C@H:19]([CH2:20][CH2:21][C@:4]12[CH3:5])[C@:17]1([CH3:18])[C:12](=[CH:13][C:14](=[O:22])[CH:15]=[CH:16]1)[CH2:11][CH2:10]3)#[CH:2]>C1C=CC=CC=1>[C:1]([C:3]1[C@:4]2([CH2:21][CH2:20][C@H:19]3[C@@H:9]([CH2:10][CH2:11][C:12]4[C@:17]3([CH3:18])[CH:16]=[CH:15][C:14](=[O:22])[CH:13]=4)[C@@H:6]2[CH2:7][CH:8]=1)[CH3:5])#[CH:2]. Procedure details: Benzene and saturated saline were added to the reaction mixture to extract the product into benzene. The separated benzene layer was further washed three times with saturated saline, dried over anhydrous sodium sulfate and concentrated to give crystals. The high-speed liquid chromatographic analysis of the crystals showed that 17β-ethynyl-17α-hydroxyandrosta-1,4-diene-3-one and 17-ethynylandrosta-1,4,16-trien-3-one were formed in yields of 63 mol % and 32 mol %, respectively.